This data is from the Open Reaction Database (ORD), a public repository of structured organic reaction records. The task is: describe an organic reaction: reactants, conditions, products, and yield Starting materials: O=C1c2ccccc2C(=O)C1c1cn(C(c2ccccc2)(c2ccccc2)c2ccccc2)cn1, O=C([O-])[O-], CCI, CC(C)=O, [K+], [K+]. The product is CCC1(c2cn(C(c3ccccc3)(c3ccccc3)c3ccccc3)cn2)C(=O)c2ccccc2C1=O. Reaction SMILES: [C:1]([c:2]1[cH:3][cH:4][cH:5][cH:6][cH:7]1)([c:8]1[cH:9][cH:10][cH:11][cH:12][cH:13]1)([c:14]1[cH:15][cH:16][cH:17][cH:18][cH:19]1)[n:20]1[cH:21][n:22][c:23]([CH:25]2[C:26](=[O:35])[c:27]3[cH:28][cH:29][cH:30][cH:31][c:32]3[C:33]2=[O:34])[cH:24]1.[C:36](=[O:37])([O-:38])[O-:39].[CH2:42]([CH3:43])[I:44].[CH3:45][C:46](=[O:47])[CH3:48].[K+:40].[K+:41]>>[C:1]([c:2]1[cH:3][cH:4][cH:5][cH:6][cH:7]1)([c:8]1[cH:9][cH:10][cH:11][cH:12][cH:13]1)([c:14]1[cH:15][cH:16][cH:17][cH:18][cH:19]1)[n:20]1[cH:21][n:22][c:23]([C:25]2([CH2:42][CH3:43])[C:26](=[O:35])[c:27]3[cH:28][cH:29][cH:30][cH:31][c:32]3[C:33]2=[O:34])[cH:24]1.